Dataset: the Open Reaction Database (ORD), a public repository of structured organic reaction records. Task: describe an organic reaction: reactants, conditions, products, and yield Reactants: B, C1CCOC1, C1CCOC1, CCOC(C)=O, COC(=O)c1ccc(CCC(Cc2ccc(C(=O)OC)cc2)C(=O)O)cc1, [Cl-], [NH4+], O. The product is COC(=O)c1ccc(CCC(CO)Cc2ccc(C(=O)OC)cc2)cc1. RXN SMILES: [BH3:1].[CH2:2]1[O:3][CH2:4][CH2:5][CH2:6]1.[CH2:36]1[O:37][CH2:38][CH2:39][CH2:40]1.[CH3:42][CH2:43][O:44][C:45](=[O:46])[CH3:47].[CH3:7][O:8][C:9](=[O:10])[c:11]1[cH:12][cH:13][c:14]([CH2:15][CH:16]([C:17](=[O:18])[OH:19])[CH2:20][CH2:21][c:22]2[cH:23][cH:24][c:25]([C:28](=[O:29])[O:30][CH3:31])[cH:26][cH:27]2)[cH:32][cH:33]1.[Cl-:34].[NH4+:35].[OH2:41]>>[CH3:7][O:8][C:9](=[O:10])[c:11]1[cH:12][cH:13][c:14]([CH2:15][CH:16]([CH2:17][OH:18])[CH2:20][CH2:21][c:22]2[cH:23][cH:24][c:25]([C:28](=[O:29])[O:30][CH3:31])[cH:26][cH:27]2)[cH:32][cH:33]1. Reactants: C1(CCCCC1)N=C=NC1CCCCC1 (1,3-dicyclohexylcarbodiimide), pyrrolidine diester, C(=O)(OCC)[C@@H]1N[C@H](CC1)C(=O)OCC ((±) trans-2,5-Dicarbethoxypyrrolidine), C(=O)(OC(C)(C)C)N[C@H](CC1=CNC2=CC=CC=C12)C(=O)O (Boc-D-tryptophan), O.ON1N=NC2=C1C=CC=C2 (1-hydroxy benzotriazole hydrate), C1(CCCCC1)N=C=NC1CCCCC1 (DCC). Run in C(C)(=O)OCC (Ethyl acetate), C(Cl)(Cl)Cl.CO (CHCl3 MeOH), CN(C=O)C (dimethylformamide). Conditions: time 18 hour. Product: CC(C)(C)OC(=O)N[C@H](CC1=CNC2=CC=CC=C21)C(=O)O.C(=O)(OCC)[C@@H]1N[C@H](CC1)C(=O)OCC (boc-D-Trp (±) trans-2,5-dicarbethoxypyrrolidine). Isolated yield 115.0%. RXN SMILES: C1(N=C=NC2CCCCC2)CCCCC1.[C:16]([C@H:21]1[CH2:25][CH2:24][C@H:23]([C:26]([O:28][CH2:29][CH3:30])=[O:27])[NH:22]1)([O:18][CH2:19][CH3:20])=[O:17].[C:31]([NH:38][C@@H:39]([C:50]([OH:52])=[O:51])[CH2:40][C:41]1[C:49]2[C:44](=[CH:45][CH:46]=[CH:47][CH:48]=2)[NH:43][CH:42]=1)([O:33][C:34]([CH3:37])([CH3:36])[CH3:35])=[O:32].O.ON1C2C=CC=CC=2N=N1>CN(C)C=O.C(OCC)(=O)C.C(Cl)(Cl)Cl.CO>[CH3:37][C:34]([O:33][C:31]([NH:38][C@@H:39]([C:50]([OH:52])=[O:51])[CH2:40][C:41]1[C:49]2[C:44](=[CH:45][CH:46]=[CH:47][CH:48]=2)[NH:43][CH:42]=1)=[O:32])([CH3:35])[CH3:36].[C:16]([C@H:21]1[CH2:25][CH2:24][C@H:23]([C:26]([O:28][CH2:29][CH3:30])=[O:27])[NH:22]1)([O:18][CH2:19][CH3:20])=[O:17] |f:3.4,7.8,9.10|. Procedure: 3.9 g (19 mmol) of 1,3-dicyclohexylcarbodiimide (DCC) was added at 0° C. to a solution containing 1.63 g (7.58 mmol) of (±)-trans -2,5dicarbethoxypyrrolidine (1), 2.54 g (11 mmol) of Boc-D-tryptophan, 2.56 g (19 mmol) of 1-hydroxy benzotriazole hydrate, 3.3 ml (19 mmol) of diisopropyloethylamine in 25 ml of dry dimethylformamide (DMF). The resulting clear colorless solution was stirred under an argon atmosphere at room temperature for a period of 18 hr which resulted in the formation of a white ... Starting materials: C(C)C1=C2N=CN(C2=NC(=N1)C(F)(F)F)C1=CC(=CC=C1)C(=O)O (6-ethyl-9-(3-carboxyphenyl)-2-trifluoromethylpurine), CS(=O)(=O)N (methylsulfonamide), N-ethyl-N′-3-dimethylaminopropylcarbodimide. Reagents/catalysts: CN(C1=CC=NC=C1)C (4-dimethylaminopyridine). Run in CN(C=O)C (N,N -dimethylformamide). Reaction conditions: temperature 55 celsius, time 12 hour. Product: C(C)C1=C2N=CN(C2=NC(=N1)C(F)(F)F)C1=CC(=CC=C1)C(=O)NS(=O)(=O)C (6-ethyl-9-(3-methylsulfonylaminocarbonylphenyl)-2-trifluromethylpurine). Yield: 59.5%. As a reaction SMILES: [CH2:1]([C:3]1[N:11]=[C:10]([C:12]([F:15])([F:14])[F:13])[N:9]=[C:8]2[C:4]=1[N:5]=[CH:6][N:7]2[C:16]1[CH:21]=[CH:20][CH:19]=[C:18]([C:22]([OH:24])=O)[CH:17]=1)[CH3:2].[CH3:25][S:26]([NH2:29])(=[O:28])=[O:27]>CN(C)C1C=CN=CC=1.CN(C)C=O>[CH2:1]([C:3]1[N:11]=[C:10]([C:12]([F:14])([F:15])[F:13])[N:9]=[C:8]2[C:4]=1[N:5]=[CH:6][N:7]2[C:16]1[CH:21]=[CH:20][CH:19]=[C:18]([C:22]([NH:29][S:26]([CH3:25])(=[O:28])=[O:27])=[O:24])[CH:17]=1)[CH3:2]. Procedure: A mixture of 6-ethyl-9-(3-carboxyphenyl)-2-trifluoromethylpurine (450 mg, 1.24 mmol), methylsulfonamide (238 mg, 2.48 mmol), N-ethyl-N′-3-dimethylaminopropylcarbodimide (238 mg, 1.24 mmol), 4-dimethylaminopyridine (151 mg, 1.24 mmol) and N,N -dimethylformamide (3 ml) were stirred at 50-60° C. for 12 hours. The solvent was concentrated under vacuum, and the residue was dissolved in 30 ml of ethyl acetate, washed with sodium bicarbonate (1×30 mL), brine (1×30 mL), dried (MgSO4), and concentrated. ... Reactants: O1[C@@H](C1)C(=O)OC ((S)-Methyl oxirane-2-carboxylate), FC(C(=O)O)(F)F.CN1N=NC=2C(=NC(=CC21)C2=CC(=C(C=C2)OCCC2CCNCC2)C(F)(F)F)C#N (1-methyl-6-(4-(2-(piperidin-4-yl)ethoxy)-3-(trifluoromethyl)phenyl)-1H-[1,2,3]triazolo[4,5-c]pyridine-4-carbonitrile 2,2,2-trifluoroacetate), CCN(C(C)C)C(C)C (Hunig's base). Run in CO (Methanol). The product is C(#N)C1=NC(=CC2=C1N=NN2C)C2=CC(=C(OCCC1CCN(CC1)C[C@@H](C(=O)OC)O)C=C2)C(F)(F)F ((S)-methyl 3-(4-(2-(4-(4-cyano-1-methyl-1H-[1,2,3]triazolo[4,5-c]pyridin-6-yl)-2-(trifluoro-methyl)phenoxy)ethyl)piperidin-1-yl)-2-hydroxypropanoate). Reaction SMILES: [O:1]1[CH2:3][C@H:2]1[C:4]([O:6][CH3:7])=[O:5].FC(F)(F)C(O)=O.[CH3:15][N:16]1[C:24]2[CH:23]=[C:22]([C:25]3[CH:30]=[CH:29][C:28]([O:31][CH2:32][CH2:33][CH:34]4[CH2:39][CH2:38][NH:37][CH2:36][CH2:35]4)=[C:27]([C:40]([F:43])([F:42])[F:41])[CH:26]=3)[N:21]=[C:20]([C:44]#[N:45])[C:19]=2[N:18]=[N:17]1.CCN(C(C)C)C(C)C>CO>[C:44]([C:20]1[C:19]2[N:18]=[N:17][N:16]([CH3:15])[C:24]=2[CH:23]=[C:22]([C:25]2[CH:30]=[CH:29][C:28]([O:31][CH2:32][CH2:33][CH:34]3[CH2:35][CH2:36][N:37]([CH2:3][C@H:2]([OH:1])[C:4]([O:6][CH3:7])=[O:5])[CH2:38][CH2:39]3)=[C:27]([C:40]([F:42])([F:43])[F:41])[CH:26]=2)[N:21]=1)#[N:45] |f:1.2|. Reported procedure: (S)-Methyl oxirane-2-carboxylate (1.837 mmol, 0.188 g), 1-methyl-6-(4-(2-(piperidin-4-yl)ethoxy)-3-(trifluoromethyl)phenyl)-1H-[1,2,3]triazolo[4,5-c]pyridine-4-carbonitrile 2,2,2-trifluoroacetate (0.918 mmol, 0.5 g) and Hunig's base (1.837 mmol, 0.304 ml, 0.237 g) were heated in Methanol (5 ml) to 100° C. for 10 minutes in the microwave. The reaction mixture was concentrated in vacuo. The resulting residue was purified by column chromatography, eluting with DCM—90/10 DCM/MeOH to afford (S)-methy... Reactants: C(CP(O)(O)=O)P(O)(O)=O (1,2-ethylenediphosphonic acid), C(CO)O (ethylene glycol). Reported procedure: 1,2-ethylenediphosphonic acid and ethylene glycol were combined in a in clear 8 oz narrow-mouthed jar and magnetically stirred at room temperature for one hour to achieve a slightly cloudy and colorless solution. The solution was then heated to 60° C. for 15 minutes to achieve a clear and colorless solution. (See Table #2) Product: C(CP(O)(O)=O)P(O)(O)=O.C(CO)O (1,2-Ethylenediphosphonic Acid Ethylene Glycol). Conditions: time 1 hour. Reaction SMILES: [CH2:1]([P:7](=[O:10])([OH:9])[OH:8])[CH2:2][P:3](=[O:6])([OH:5])[OH:4].[CH2:11]([OH:14])[CH2:12][OH:13]>>[CH2:1]([P:7](=[O:8])([OH:10])[OH:9])[CH2:2][P:3](=[O:4])([OH:6])[OH:5].[CH2:11]([OH:14])[CH2:12][OH:13] |f:2.3|. Starting materials: CCN=C=NCCCN(C)C (WSC), N1CCC(CC1)N1C(COCC1)=O (4-(Piperidin-4-yl)morpholin-3-one), ClC=1C=C2C=CC(=CC2=CC1)S(=O)(=O)C[C@H](C(=O)O)O ((2S)-3[(6-chloronaphthalen-2-yl)sulfony]-2-hydroxypropionic acid), C=1C=CC2=C(C1)N=NN2O (HOBt). Solvent: CN(C)C=O (DMF). Run at time 15 hour. Yields the product ClC=1C=C2C=CC(=CC2=CC1)S(=O)(=O)C[C@H](C(=O)N1CCC(CC1)N1C(COCC1)=O)O (4-(1-{(2S)-3-[(6-chloronaphthalen-2-yl)sulfonyl]-2-hydroxypropanoyl}piperidin-4-yl)morpholin-3-one). Isolated yield 42.6%. RXN SMILES: [NH:1]1[CH2:6][CH2:5][CH:4]([N:7]2[CH2:12][CH2:11][O:10][CH2:9][C:8]2=[O:13])[CH2:3][CH2:2]1.[Cl:14][C:15]1[CH:16]=[C:17]2[C:22](=[CH:23][CH:24]=1)[CH:21]=[C:20]([S:25]([CH2:28][C@@H:29]([OH:33])[C:30](O)=[O:31])(=[O:27])=[O:26])[CH:19]=[CH:18]2.C1C=CC2N(O)N=NC=2C=1.CCN=C=NCCCN(C)C>CN(C=O)C>[Cl:14][C:15]1[CH:16]=[C:17]2[C:22](=[CH:23][CH:24]=1)[CH:21]=[C:20]([S:25]([CH2:28][C@@H:29]([OH:33])[C:30]([N:1]1[CH2:6][CH2:5][CH:4]([N:7]3[CH2:12][CH2:11][O:10][CH2:9][C:8]3=[O:13])[CH2:3][CH2:2]1)=[O:31])(=[O:26])=[O:27])[CH:19]=[CH:18]2. Procedure: 4-(Piperidin-4-yl)morpholin-3-one (0.18 g) obtained in Example 7c), (2S)-3[(6-chloronaphthalen-2-yl)sulfony]-2-hydroxypropionic acid (0.31 g) and HOBt (0.23 g) were dissolved in DMF (10 mL), WSC (0.29 g) was added thereto, and the mixture was stirred at room temperature for 15 hours. The reaction mixture was concentrated under reduced pressure, and the residue was diluted with an aqueous sodium bicarbonate solution, and extracted with ethyl acetate. The extract was washed successively with water... Starting materials: O=C1NC(=O)C2C1CCC(Br)C2Br, O=C(Cl)c1cc(Br)cc(Br)c1Br, c1ccncc1, c1ccccc1. Product: O=C(c1cc(Br)cc(Br)c1Br)N1C(=O)C2CCC(Br)C(Br)C2C1=O. Reaction SMILES: [Br:1][CH:2]1[CH:3]2[CH:4]([C:5](=[O:6])[NH:7][C:8]2=[O:9])[CH2:10][CH2:11][CH:12]1[Br:13].[Br:20][c:21]1[c:22]([C:23](=[O:24])[Cl:25])[cH:26][c:27]([Br:31])[cH:28][c:29]1[Br:30].[cH:14]1[cH:15][cH:16][n:17][cH:18][cH:19]1.[cH:32]1[cH:33][cH:34][cH:35][cH:36][cH:37]1>>[Br:1][CH:2]1[CH:3]2[CH:4]([C:5](=[O:6])[N:7]([C:23]([c:22]3[c:21]([Br:20])[c:29]([Br:30])[cH:28][c:27]([Br:31])[cH:26]3)=[O:24])[C:8]2=[O:9])[CH2:10][CH2:11][CH:12]1[Br:13].